Task: describe an organic reaction: reactants, conditions, products, and yield. Dataset: the Open Reaction Database (ORD), a public repository of structured organic reaction records The reactants are N1(C=NC2=C1C=CC=C2)C2=CC=C(C(=O)OC)C=C2 (methyl 4-(1H-benzimidazol-1-yl)benzoate), Cl.COC([C@@H](N)CO)=O (serine methyl ester HCl). Yields the product N1(C=NC2=C1C=CC=C2)C2=CC=C(C(=O)N[C@@H](CO)C(=O)OC)C=C2 (Methyl N-[4-(1H-Benzimidazol-1-yl)benzoyl]serinate). As a reaction SMILES: [N:1]1([C:10]2[CH:19]=[CH:18][C:13]([C:14]([O:16]C)=O)=[CH:12][CH:11]=2)[C:5]2[CH:6]=[CH:7][CH:8]=[CH:9][C:4]=2[N:3]=[CH:2]1.Cl.[CH3:21][O:22][C:23](=[O:28])[C@H:24]([CH2:26][OH:27])[NH2:25]>>[N:1]1([C:10]2[CH:11]=[CH:12][C:13]([C:14]([NH:25][C@H:24]([C:23]([O:22][CH3:21])=[O:28])[CH2:26][OH:27])=[O:16])=[CH:18][CH:19]=2)[C:5]2[CH:6]=[CH:7][CH:8]=[CH:9][C:4]=2[N:3]=[CH:2]1 |f:1.2|. Reported procedure: Using essentially the same procedures described in Example 1, step 2, and Example 2, and employing methyl 4-(1H-benzimidazol-1-yl)benzoate and serine methyl ester HCl as reactants, the title compound was obtained and identified by NMR and mass spectral analyses. 1H NMR (400 MHz, DMSO-d6): 8.12 (s, 1H), 8.05 (d, J=7.2 Hz, 2H), 7.88-7.90 (m, 1H), 7.69-7.71 (m, 1H), 7.60 (d, J=7.2 Hz, 2H), 7.51-7.57 (m, 2H) 7.36-7.38 (m, 2H), 7.22-7.24 (m, 1H), 4.92-4.94 (m, 1H), 4.10-4.23 (m, 4H), 3.86 (s, 3H), 3.... Starting materials: CCc1cc(C(=O)c2ccccc2)ccc1[N+](=O)[O-], OCCCO, Cc1ccccc1, O, Cc1ccc(S(=O)(=O)O)cc1. Yields the product CCc1cc(C2(c3ccccc3)OCCCO2)ccc1[N+](=O)[O-]. As a reaction SMILES: [CH2:1]([CH3:2])[c:3]1[cH:4][c:5]([C:6](=[O:7])[c:8]2[cH:9][cH:10][cH:11][cH:12][cH:13]2)[cH:14][cH:15][c:16]1[N+:17](=[O:18])[O-:19].[CH2:20]([CH2:21][CH2:22][OH:23])[OH:24].[CH3:37][c:38]1[cH:39][cH:40][cH:41][cH:42][cH:43]1.[OH2:25].[c:26]1([CH3:27])[cH:28][cH:29][c:30]([S:31]([OH:32])(=[O:33])=[O:34])[cH:35][cH:36]1>>[CH2:1]([CH3:2])[c:3]1[cH:4][c:5]([C:6]2([c:8]3[cH:9][cH:10][cH:11][cH:12][cH:13]3)[O:7][CH2:20][CH2:21][CH2:22][O:23]2)[cH:14][cH:15][c:16]1[N+:17](=[O:18])[O-:19]. Reactants: CCCCCCCCCCCC(=O)C(C)(C)C(=O)OCC, C[Al](C)C, COc1cc(OC)c(N)c(OC)c1, Cl, c1ccccc1. Yields the product CCCCCCCCCCCC(=O)C(C)(C)C(=O)Nc1c(OC)cc(OC)cc1OC. As a reaction SMILES: [CH2:18]([O:20][C:21](=[O:19])[C:22]([C:23]([CH2:24][CH2:25][CH2:26][CH2:27][CH2:28][CH2:29][CH2:30][CH2:31][CH2:32][CH2:33][CH3:34])=[O:35])([CH3:36])[CH3:37])[CH3:38].[CH3:1][Al:2]([CH3:3])[CH3:4].[CH3:5][O:6][c:7]1[c:8]([NH2:9])[c:10]([O:16][CH3:17])[cH:11][c:12]([O:14][CH3:15])[cH:13]1.[ClH:39].[cH:40]1[cH:41][cH:42][cH:43][cH:44][cH:45]1>>[CH3:5][O:6][c:7]1[c:8]([NH:9][C:21](=[O:20])[C:22]([C:23]([CH2:24][CH2:25][CH2:26][CH2:27][CH2:28][CH2:29][CH2:30][CH2:31][CH2:32][CH2:33][CH3:34])=[O:35])([CH3:36])[CH3:37])[c:10]([O:16][CH3:17])[cH:11][c:12]([O:14][CH3:15])[cH:13]1. Starting materials: Cn1ncc(C(=O)O)c1-c1ccccc1, CN(C)C=O, CCOC(C)=O, O=C(Cl)C(=O)Cl, N#Cc1c(Oc2cccc(N)c2)ccc2nc(NC(=O)C3CC3)sc12, C1CCOC1. Reaction SMILES: [CH3:1][n:2]1[n:3][cH:4][c:5]([C:13](=[O:14])[OH:15])[c:6]1-[c:7]1[cH:8][cH:9][cH:10][cH:11][cH:12]1.[CH3:22][N:23]([CH3:24])[CH:25]=[O:26].[CH3:57][CH2:58][O:59][C:60](=[O:61])[CH3:62].[Cl:16][C:17]([C:18]([Cl:19])=[O:20])=[O:21].[NH2:27][c:28]1[cH:29][c:30]([O:31][c:32]2[c:33]([C:47]#[N:48])[c:34]3[c:35]([n:36][c:37]([NH:39][C:40](=[O:41])[CH:42]4[CH2:43][CH2:44]4)[s:38]3)[cH:45][cH:46]2)[cH:49][cH:50][cH:51]1.[O:52]1[CH2:53][CH2:54][CH2:55][CH2:56]1>>[CH3:1][n:2]1[n:3][cH:4][c:5]([C:13](=[O:15])[NH:27][c:28]2[cH:29][c:30]([O:31][c:32]3[c:33]([C:47]#[N:48])[c:34]4[c:35]([n:36][c:37]([NH:39][C:40](=[O:41])[CH:42]5[CH2:43][CH2:44]5)[s:38]4)[cH:45][cH:46]3)[cH:49][cH:50][cH:51]2)[c:6]1-[c:7]1[cH:8][cH:9][cH:10][cH:11][cH:12]1. Product: Cn1ncc(C(=O)Nc2cccc(Oc3ccc4nc(NC(=O)C5CC5)sc4c3C#N)c2)c1-c1ccccc1. Starting materials: O=S(Cl)Cl, c1ccccc1, CC(O)c1ccc(C(=O)c2cccs2)cc1. The product is CC(Cl)c1ccc(C(=O)c2cccs2)cc1. Reaction SMILES: [S:17]([Cl:18])([Cl:19])=[O:20].[cH:21]1[cH:22][cH:23][cH:24][cH:25][cH:26]1.[s:1]1[c:2]([C:6](=[O:7])[c:8]2[cH:9][cH:10][c:11]([CH:14]([CH3:15])[OH:16])[cH:12][cH:13]2)[cH:3][cH:4][cH:5]1>>[s:1]1[c:2]([C:6](=[O:7])[c:8]2[cH:9][cH:10][c:11]([CH:14]([CH3:15])[Cl:19])[cH:12][cH:13]2)[cH:3][cH:4][cH:5]1.